From a dataset of the Open Reaction Database (ORD), a public repository of structured organic reaction records. describe an organic reaction: reactants, conditions, products, and yield Reactants: O=C1NC2=C(S(C1CC(=O)O)(=O)=O)SC(=C2)S(N)(=O)=O ((2,3-dihydro-2,4,4-trioxo-6-sulfamoyl-1H-thieno[2,3-b][1,4]thiazin-3-yl)acetic acid), O.OC1=CC=CC=2NN=NC21 (hydroxybenzotriazole hydrate), COCCOCCNCCOC (N-methoxyethoxyethyl-N-methoxyethylamine), Cl.C(C)N=C=NCCCN(C)C (1-ethyl-3-(3-dimethylaminopropyl)carbodiimide hydrochloride). Procedure details: To a solution of (2,3-dihydro-2,4,4-trioxo-6-sulfamoyl-1H-thieno[2,3-b][1,4]thiazin-3-yl)acetic acid (3 g, 9 mmol) in dry DMF (25 ml) was added hydroxybenzotriazole hydrate (1.22 g, 9 mmol), N-methoxyethoxyethyl-N-methoxyethylamine (3.19 g, 18 mmol) and 1-ethyl-3-(3-dimethylaminopropyl)carbodiimide hydrochloride (2.59 g, 14 mmol), and the resulting reaction mixture was stirred overnight. Water (10 ml) was added, the mixture stirred an additional 2 hours and concentrated to dryness under reduced ... Yields the product COCCOCCN(C(CC1C(NC2=C(S1(=O)=O)SC(=C2)S(N)(=O)=O)=O)=O)CCOC (N-methoxyethoxyethyl-N-methoxyethyl-(2,3-dihydro-2,4,4-trioxo-6-sulfamoyl-1H-thieno-[2,3-b][1,4]thiazin-3-yl)acetamide). Reaction conditions: time 8 hour. The solvent is O (Water), CN(C)C=O (DMF). As a reaction SMILES: [O:1]=[C:2]1[CH:7]([CH2:8][C:9]([OH:11])=O)[S:6](=[O:13])(=[O:12])[C:5]2[S:14][C:15]([S:17](=[O:20])(=[O:19])[NH2:18])=[CH:16][C:4]=2[NH:3]1.O.OC1C2N=NNC=2C=CC=1.[CH3:32][O:33][CH2:34][CH2:35][O:36][CH2:37][CH2:38][NH:39][CH2:40][CH2:41][O:42][CH3:43].Cl.C(N=C=NCCCN(C)C)C>CN(C=O)C.O>[CH3:32][O:33][CH2:34][CH2:35][O:36][CH2:37][CH2:38][N:39]([CH2:40][CH2:41][O:42][CH3:43])[C:9](=[O:11])[CH2:8][CH:7]1[S:6](=[O:13])(=[O:12])[C:5]2[S:14][C:15]([S:17](=[O:20])(=[O:19])[NH2:18])=[CH:16][C:4]=2[NH:3][C:2]1=[O:1] |f:1.2,4.5|.